From a dataset of the Open Reaction Database (ORD), a public repository of structured organic reaction records. describe an organic reaction: reactants, conditions, products, and yield Starting materials: CCOCCON(C(=O)CO)C(C)C, CC(C)O, Clc1nc2ccccc2o1, [K+], [OH-]. Product: CCOCCON(C(=O)COc1nc2ccccc2o1)C(C)C. Reaction SMILES: [CH:1]([CH3:2])([CH3:3])[N:4]([C:5]([CH2:6][OH:7])=[O:8])[O:9][CH2:10][CH2:11][O:12][CH2:13][CH3:14].[CH:27]([OH:28])([CH3:29])[CH3:30].[Cl:15][c:16]1[o:17][c:18]2[c:19]([n:20]1)[cH:21][cH:22][cH:23][cH:24]2.[K+:26].[OH-:25]>>[CH:1]([CH3:2])([CH3:3])[N:4]([C:5]([CH2:6][O:7][c:16]1[o:17][c:18]2[c:19]([n:20]1)[cH:21][cH:22][cH:23][cH:24]2)=[O:8])[O:9][CH2:10][CH2:11][O:12][CH2:13][CH3:14]. Reactants: resultant solution, C1(=CC=CC=C1)P(C1=CC=CC=C1)C1=CC=CC=C1 (triphenylphosphine), N(=NC(=O)OCC)C(=O)OCC (diethyl azodicarboxylate), C(C1=CC=CC=C1)OC=1C=C(C=CC1)C1=NC=C(C=N1)O (2-(3-benzyloxyphenyl)-5-hydroxypyrimidine), C(CCCCCCC)O (1-octanol). Solvent: O1CCCC1 (tetrahydrofuran). Product: C(C1=CC=CC=C1)OC=1C=C(C=CC1)C1=NC=C(C=N1)OCCCCCCCC (2-(3-benzyloxyphenyl)-5-octyloxypyrimidine). The yield is 77.6%. Reaction SMILES: C1(P(C2C=CC=CC=2)C2C=CC=CC=2)C=CC=CC=1.N(C(OCC)=O)=NC(OCC)=O.[CH2:32]([O:39][C:40]1[CH:41]=[C:42]([C:46]2[N:51]=[CH:50][C:49]([OH:52])=[CH:48][N:47]=2)[CH:43]=[CH:44][CH:45]=1)[C:33]1[CH:38]=[CH:37][CH:36]=[CH:35][CH:34]=1.[CH2:53](O)[CH2:54][CH2:55][CH2:56][CH2:57][CH2:58][CH2:59][CH3:60]>O1CCCC1>[CH2:32]([O:39][C:40]1[CH:41]=[C:42]([C:46]2[N:47]=[CH:48][C:49]([O:52][CH2:53][CH2:54][CH2:55][CH2:56][CH2:57][CH2:58][CH2:59][CH3:60])=[CH:50][N:51]=2)[CH:43]=[CH:44][CH:45]=1)[C:33]1[CH:34]=[CH:35][CH:36]=[CH:37][CH:38]=1. Reported procedure: 5.52 g (21.05 mmol) of triphenylphosphine and 3.67 g (21.05 mmol) of diethyl azodicarboxylate are stirred at 0° C. for 30 minutes in 100 ml of tetrahydrofuran. 3.90 g (14.03 mmol) of 2-(3-benzyloxyphenyl)-5-hydroxypyrimidine and 2.74 g (21.05 mmol) of 1-octanol are subsequently added, and the resultant solution is stirred at room temperature for 18 hours. Evaporation to dryness and purification by chromatography (silica gel/dichloromethane) give 4.25 g of 2-(3-benzyloxyphenyl)-5-octyloxypyrimidi... Reactants: O=C1C2CCN(CC12)C(=O)OC(C)(C)C (tert-butyl 7-oxo-3-azabicyclo[4.1.0]heptane-3-carboxylate), CO (methanol), [Cl-].[NH4+] (ammonium chloride), [N-]=[N+]=[N-].[Na+] (sodium azide). Run in O (water). Product: N(=[N+]=[N-])C1C(CN(CC1)C(=O)OC(C)(C)C)O (tert-Butyl 4-azido-3-hydroxypiperidine-1-carboxylate). As a reaction SMILES: O=C1[CH:8]2[CH:3]1[CH2:4][CH2:5][N:6]([C:9]([O:11][C:12]([CH3:15])([CH3:14])[CH3:13])=[O:10])[CH2:7]2.C[OH:17].[Cl-].[NH4+].[N-:20]=[N+:21]=[N-:22].[Na+]>O>[N:20]([CH:3]1[CH2:4][CH2:5][N:6]([C:9]([O:11][C:12]([CH3:15])([CH3:14])[CH3:13])=[O:10])[CH2:7][CH:8]1[OH:17])=[N+:21]=[N-:22] |f:2.3,4.5|. Procedure: To the solution of tert-butyl 7-oxo-3-azabicyclo[4.1.0]heptane-3-carboxylate (180.6 g, 0.60 mol) obtained in Step 2 in a mixed solvent of 700 ml of methanol and 100 ml of water, were added ammonium chloride (NH4Cl; 64.0 g, 1.2 mol) and sodium azide (NaN3; 98.0 g, 1.5 mol). The reaction mixture was refluxed for 8 hours and evaporated under reduced pressure to remove methanol. The resulting residue was extracted with ethyl acetate and then dried on magnesium sulfate. The resulting residue was puri... Starting materials: O=C(O)CN1C(=O)CCc2cnccc21, Nc1ccsc1-c1cscn1. Product: O=C(CN1C(=O)CCc2cnccc21)Nc1ccsc1-c1cscn1. Reaction SMILES: [O:1]=[C:2]1[N:3]([CH2:12][C:13](=[O:14])[OH:15])[c:4]2[cH:5][cH:6][n:7][cH:8][c:9]2[CH2:10][CH2:11]1.[s:16]1[cH:17][n:18][c:19](-[c:21]2[s:22][cH:23][cH:24][c:25]2[NH2:26])[cH:20]1>>[O:1]=[C:2]1[N:3]([CH2:12][C:13](=[O:15])[NH:26][c:25]2[c:21](-[c:19]3[n:18][cH:17][s:16][cH:20]3)[s:22][cH:23][cH:24]2)[c:4]2[cH:5][cH:6][n:7][cH:8][c:9]2[CH2:10][CH2:11]1.